Dataset: the Open Reaction Database (ORD), a public repository of structured organic reaction records. Task: describe an organic reaction: reactants, conditions, products, and yield The reactants are C1CCOC1, CO, COC(=O)COc1ccc2cc(-c3csc(Cc4c(Cl)cccc4Cl)n3)ccc2c1, [Na+], [OH-], O. Yields the product O=C(O)COc1ccc2cc(-c3csc(Cc4c(Cl)cccc4Cl)n3)ccc2c1. RXN SMILES: [CH2:33]1[O:34][CH2:35][CH2:36][CH2:37]1.[CH3:38][OH:39].[Cl:1][c:2]1[c:3]([CH2:4][c:5]2[s:6][cH:7][c:8](-[c:10]3[cH:11][c:12]4[cH:13][cH:14][c:15]([O:20][CH2:21][C:22](=[O:23])[O:24][CH3:25])[cH:16][c:17]4[cH:18][cH:19]3)[n:9]2)[c:26]([Cl:30])[cH:27][cH:28][cH:29]1.[Na+:32].[OH-:31].[OH2:40]>>[Cl:1][c:2]1[c:3]([CH2:4][c:5]2[s:6][cH:7][c:8](-[c:10]3[cH:11][c:12]4[cH:13][cH:14][c:15]([O:20][CH2:21][C:22](=[O:23])[OH:24])[cH:16][c:17]4[cH:18][cH:19]3)[n:9]2)[c:26]([Cl:30])[cH:27][cH:28][cH:29]1. Reaction SMILES: F[C:2]1[CH:7]=[C:6]([C:8]2[CH:17]=[CH:16][C:15]3[C:10](=[CH:11][CH:12]=[C:13]([OH:18])[CH:14]=3)[N:9]=2)[CH:5]=[CH:4][C:3]=1[C:19]1[NH:23][C:22](=[O:24])[O:21][N:20]=1.ClC1C=CC2C(=CC=C(O)C=2)N=1.C(C1C=CC(B(O)O)=C([F:48])C=1)#N>>[F:48][C:7]1[CH:2]=[C:3]([C:19]2[NH:23][C:22](=[O:24])[O:21][N:20]=2)[CH:4]=[CH:5][C:6]=1[C:8]1[CH:17]=[CH:16][C:15]2[C:10](=[CH:11][CH:12]=[C:13]([OH:18])[CH:14]=2)[N:9]=1. Reported procedure: Followed procedure described for Compound 20 in Example 20 starting from 2-chloroquinolin-6-ol (Intermediate 2) and 4-cyano-2-fluorophenylboronic acid. 1H NMR (DMSO-d6, 300 MHz): δ 10.22 (1H, s), 8.27-8.33 (2H, m), 7.97 (1H, d, J=9 Hz), 7.77-7.82 (2H, m), 7.39 (1H, dd, J=3, 9 Hz), 7.21 (1H, d, J=3 Hz) ppm. MS (ESI): m/z 324.0 [M+1]+. Yields the product FC=1C=C(C=CC1C1=NC2=CC=C(C=C2C=C1)O)C1=NOC(N1)=O (3-(3-fluoro-4-(6-hydroxyquinolin-2-yl)phenyl)-1,2,4-oxadiazol-5(4H)-one). Reactants: FC1=C(C=CC(=C1)C1=NC2=CC=C(C=C2C=C1)O)C1=NOC(N1)=O (3-(2-fluoro-4-(6-hydroxyquinolin-2-yl)phenyl)-1,2,4-oxadiazol-5(4H)-one), C(#N)C1=CC(=C(C=C1)B(O)O)F (4-cyano-2-fluorophenylboronic acid), ClC1=NC2=CC=C(C=C2C=C1)O (2-chloroquinolin-6-ol), ClC1=NC2=CC=C(C=C2C=C1)O (2-chloroquinolin-6-ol). As a reaction SMILES: [Cl:1][C:2]1[CH:18]=[C:17]([Cl:19])[CH:16]=[CH:15][C:3]=1[CH2:4][NH:5][C:6]([N:8]1[CH2:14][CH:13]2[CH:10]([CH2:11][NH:12]2)[CH2:9]1)=[O:7].Br[C:21]1[CH:31]=[CH:30][C:24]([C:25]([O:27][CH2:28][CH3:29])=[O:26])=[CH:23][CH:22]=1>>[CH2:28]([O:27][C:25](=[O:26])[C:24]1[CH:30]=[CH:31][C:21]([N:12]2[CH2:11][CH:10]3[CH:13]2[CH2:14][N:8]([C:6](=[O:7])[NH:5][CH2:4][C:3]2[CH:15]=[CH:16][C:17]([Cl:19])=[CH:18][C:2]=2[Cl:1])[CH2:9]3)=[CH:22][CH:23]=1)[CH3:29]. The product is C(C)OC(C1=CC=C(C=C1)N1C2CN(CC2C1)C(NCC1=C(C=C(C=C1)Cl)Cl)=O)=O (rac-4-[3-(2,4-Dichloro-benzylcarbamoyl)-3,6-diaza-bicyclo[3.2.0]hept-6-yl]-benzoic acid ethyl ester). Starting materials: ClC1=C(CNC(=O)N2CC3CNC3C2)C=CC(=C1)Cl (rac-3-(2,4-Dichloro-benzylcarbamoyl)-3,6-diaza-bicyclo[3.2.0]heptane), BrC1=CC=C(C(=O)OCC)C=C1 (ethyl 4-bromobenzoate). Reported procedure: In analogy to the experimental procedure of example 20) rac-3-(2,4-Dichloro-benzylcarbamoyl)-3,6-diaza-bicyclo[3.2.0]heptane using ethyl 4-bromobenzoate instead of 2-bromopyrimidine was converted into the title compound which was obtained as a white solid and directly used without further purification. Reactants: C([O-])([O-])=O.[K+].[K+] (potassium carbonate), NC1=C(C=C(C(=O)O)C=C1)C (4-amino-3-methylbenzoic acid), ice water, Cl (hydrochloric acid), C(C=CC1=CC=CC=C1)(=O)Cl (cinnamoyl chloride). Run in CC(=O)C (acetone), CC(=O)C (acetone), O (water). Run at time 30 minute. The product is C(C=CC1=CC=CC=C1)(=O)NC1=C(C=C(C(=O)O)C=C1)C (4-cinnamoylamino-3-methylbenzoic acid). Isolated yield 51.9%. As a reaction SMILES: C(=O)([O-])[O-].[K+].[K+].[NH2:7][C:8]1[CH:16]=[CH:15][C:11]([C:12]([OH:14])=[O:13])=[CH:10][C:9]=1[CH3:17].[C:18](Cl)(=[O:27])[CH:19]=[CH:20][C:21]1[CH:26]=[CH:25][CH:24]=[CH:23][CH:22]=1.Cl>CC(C)=O.O>[C:18]([NH:7][C:8]1[CH:16]=[CH:15][C:11]([C:12]([OH:14])=[O:13])=[CH:10][C:9]=1[CH3:17])(=[O:27])[CH:19]=[CH:20][C:21]1[CH:26]=[CH:25][CH:24]=[CH:23][CH:22]=1 |f:0.1.2|. Reported procedure: 8.2 g of potassium carbonate was added to a suspension of 3.0 g of 4-amino-3-methylbenzoic acid in 60 ml of acetone and 60 ml of water. Thereto was dropwise added, with ice-cooling, a solution of 4.0 g of cinnamoyl chloride in 30 ml of acetone. The mixture was stirred at the same temperature for 30 minutes to give rise to a reaction. The reaction mixture was poured into ice water, and the mixture was made acidic with concentrated hydrochloric acid. The resulting precipitate was collected by filt... The reactants are FC1=C(C=CC(=C1)OC)C(C(=O)O)OC ((RS)-(2-Fluoro-4-methoxy-phenyl)-methoxy-acetic acid), NCC1=C(C=C(C#N)C=C1)F (4-aminomethyl-3-fluoro-benzonitrile). Yields the product C(#N)C1=CC(=C(CNC(C(OC)C2=C(C=C(C=C2)OC)F)=O)C=C1)F ((RS)-N-(4-cyano-2-fluoro-benzyl)-2-(2-fluoro-4-methoxy-phenyl)-2-methoxy-acetamide). RXN SMILES: [F:1][C:2]1[CH:7]=[C:6]([O:8][CH3:9])[CH:5]=[CH:4][C:3]=1[CH:10]([O:14][CH3:15])[C:11]([OH:13])=O.[NH2:16][CH2:17][C:18]1[CH:25]=[CH:24][C:21]([C:22]#[N:23])=[CH:20][C:19]=1[F:26]>>[C:22]([C:21]1[CH:24]=[CH:25][C:18]([CH2:17][NH:16][C:11](=[O:13])[CH:10]([C:3]2[CH:4]=[CH:5][C:6]([O:8][CH3:9])=[CH:7][C:2]=2[F:1])[O:14][CH3:15])=[C:19]([F:26])[CH:20]=1)#[N:23]. Procedure: (RS)-(2-Fluoro-4-methoxy-phenyl)-methoxy-acetic acid (example 15.1) was coupled with 4-aminomethyl-3-fluoro-benzonitrile according to general procedure B to give (RS)-N-(4-cyano-2-fluoro-benzyl)-2-(2-fluoro-4-methoxy-phenyl)-2-methoxy-acetamide. Yellow oil. MS 347.3 ([M+H]+) The reactants are BrC1=C(C=C(C(=O)O)C=C1)Cl (4-bromo-3-chlorobenzoic acid), C(C(=O)Cl)(=O)Cl (oxalyl chloride). The product is BrC1=C(C=C(C(=O)Cl)C=C1)Cl (4-bromo-3-chloro-benzoyl chloride). As a reaction SMILES: [Br:1][C:2]1[CH:10]=[CH:9][C:5]([C:6](O)=[O:7])=[CH:4][C:3]=1[Cl:11].C(Cl)(=O)C([Cl:15])=O>>[Br:1][C:2]1[CH:10]=[CH:9][C:5]([C:6]([Cl:15])=[O:7])=[CH:4][C:3]=1[Cl:11]. Procedure: Following the procedures described in Example 36: 4-bromo-3-chlorobenzoic acid and oxalyl chloride were reacted to provide 4-bromo-3-chloro-benzoyl chloride, which was then reacted with 3-methylamino-but-2-enoic acid methyl ester to provide 2-(4-bromo-3-chloro-benzoyl)-3-[(E)-methylimino]-butyric acid methyl ester. 2-(4-Bromo-3-chloro-benzoyl)-3-[(E)-methylimino]-butyric acid methyl ester and hydroxylamine hydrochloride were then reacted as described in Example 36, Step 3 to provide 5-(4-bromo-3... The reactants are CO, COC(=O)c1cc(F)c(O)nc1Nc1ccc(F)cc1F, [Na+], [OH-]. Yields the product O=C(O)c1cc(F)c(O)nc1Nc1ccc(F)cc1F. RXN SMILES: [CH3:24][OH:25].[F:1][c:2]1[c:3]([NH:9][c:10]2[c:11]([C:12](=[O:13])[O:14][CH3:15])[cH:16][c:17]([F:21])[c:18]([OH:20])[n:19]2)[cH:4][cH:5][c:6]([F:8])[cH:7]1.[Na+:23].[OH-:22]>>[F:1][c:2]1[c:3]([NH:9][c:10]2[c:11]([C:12](=[O:13])[OH:14])[cH:16][c:17]([F:21])[c:18]([OH:20])[n:19]2)[cH:4][cH:5][c:6]([F:8])[cH:7]1. RXN SMILES: [N+:1]([C:4]1[CH:9]=[C:8]([F:10])[C:7]([N:11]2[CH2:16][CH2:15][CH:14]([OH:17])[CH2:13][CH2:12]2)=[CH:6][C:5]=1[NH:18]C(=O)C)([O-:3])=[O:2].[OH-].[Na+]>CO>[N+:1]([C:4]1[CH:9]=[C:8]([F:10])[C:7]([N:11]2[CH2:16][CH2:15][CH:14]([OH:17])[CH2:13][CH2:12]2)=[CH:6][C:5]=1[NH2:18])([O-:3])=[O:2] |f:1.2|. Procedure details: N-[2-Nitro-4-fluoro-5-(4-hydroxypiperidin-1-yl)phenyl]acetamide (10.0 g, 0.034 mol) (obtained in preparation 6, step 1) was deacetylated using 6 N NaOH solution (20 mL) and methanol (30 mL) using an analogous procedure to that described in preparation 4 (step 2) to afford 2-nitro-4-fluoro-5-(4-hydroxypiperidin-1-yl) aniline (8.4 g, 80%). mp 238-239 ° C.; IR (KBr) 3357, 3326, 1641 cm-1 ; 1H NMR (CDCl3) δd 1.70-1.80 (m, 2H, CH2), 1.99-2.08 (m, 2H, CH2), 2.99-3.12 (m, 2H, NCH2), 3.50-3.62 (m, 2H, N... Yield: 96.8%. Reactants: [N+](=O)([O-])C1=C(C=C(C(=C1)F)N1CCC(CC1)O)NC(C)=O (N-[2-Nitro-4-fluoro-5-(4-hydroxypiperidin-1-yl)phenyl]acetamide), [OH-].[Na+] (NaOH). Solvent: CO (methanol). Yields the product [N+](=O)([O-])C1=C(N)C=C(C(=C1)F)N1CCC(CC1)O (2-nitro-4-fluoro-5-(4-hydroxypiperidin-1-yl) aniline). Starting materials: ClC1=CC=C(C=C1)C=1SC(=C(N1)CC#N)C1=CC=CC=C1 (2-(4-chlorophenyl)-5-phenylthiazol-4-yl acetonitrile), [N-]=[N+]=[N-].[Na+] (sodium azide), [Cl-].[NH4+] (ammonium chloride). The solvent is CN(C=O)C (N,N-dimethylformamide). Run at temperature 90 celsius, time 12 hour. The product is ClC1=CC=C(C=C1)C=1SC(=C(N1)CC1=NN=NN1)C1=CC=CC=C1 (5-[2-(4-chlorophenyl)-5-phenyl-thiazol-4-ylmethyl]tetrazole). The yield is 66.0%. Reaction SMILES: [Cl:1][C:2]1[CH:7]=[CH:6][C:5]([C:8]2[S:9][C:10]([C:16]3[CH:21]=[CH:20][CH:19]=[CH:18][CH:17]=3)=[C:11]([CH2:13][C:14]#[N:15])[N:12]=2)=[CH:4][CH:3]=1.[N-:22]=[N+:23]=[N-:24].[Na+].[Cl-].[NH4+]>CN(C)C=O>[Cl:1][C:2]1[CH:3]=[CH:4][C:5]([C:8]2[S:9][C:10]([C:16]3[CH:17]=[CH:18][CH:19]=[CH:20][CH:21]=3)=[C:11]([CH2:13][C:14]3[NH:24][N:23]=[N:22][N:15]=3)[N:12]=2)=[CH:6][CH:7]=1 |f:1.2,3.4|. Reported procedure: To a solution of 2-(4-chlorophenyl)-5-phenylthiazol-4-yl acetonitrile (2.33 g) in N,N-dimethylformamide (30 ml) were added sodium azide (1.40 g) and ammonium chloride (1.3 g), and the mixture was stirred at 90° C. for 12 hours. After removing the solvent under reduced pressure, ethyl acetate and water were added to the residue. The organic layer was collected, dried and the solvent was removed under reduced pressure. The residue was recrystallized from chloroform and methanol to obtain 5-[2-(4-c...